This data is from the Open Reaction Database (ORD), a public repository of structured organic reaction records. The task is: describe an organic reaction: reactants, conditions, products, and yield The reactants are C(C1=CC=CC=C1)OC[C@@H](O)C=1C(=NOC1C1=CC=C(C=C1)C1=CC=C(C=C1)C1(CC1)C(=O)O)C (1-{4′-[4-((S)-2-benzyloxy-1-hydroxy-ethyl)-3-methyl-isoxazol-5-yl]-biphenyl-4-yl}-cyclopropanecarboxylic acid), C(=O)(N1C=NC=C1)N1C=NC=C1 (carbonyldiimidazole), CS(=O)(=O)N (methanesulfonamide), N12CCCCCC2=NCCC1 (1,8-diazabicyclo[5.4.0]undec-7-ene), C(=O)(N1C=NC=C1)N1C=NC=C1 (carbonyldiimidazole). The reagents and catalysts are CN(C1=CC=NC=C1)C (4-dimethylaminopyridine). Solvent: C1CCOC1 (THF). Run at time 3.5 hour. The product is C(C1=CC=CC=C1)OC[C@@H](O)C=1C(=NOC1C1=CC=C(C=C1)C1=CC=C(C=C1)C1(CC1)C(=O)NS(=O)(=O)C)C (N-(1-{4′-[4-((S)-2-Benzyloxy-1-hydroxy-ethyl)-3-methyl-isoxazol-5-yl]-biphenyl-4-yl}-cyclopropanecarbonyl)-methanesulfonamide). Reaction SMILES: [CH2:1]([O:8][CH2:9][C@H:10]([C:12]1[C:13]([CH3:35])=[N:14][O:15][C:16]=1[C:17]1[CH:22]=[CH:21][C:20]([C:23]2[CH:28]=[CH:27][C:26]([C:29]3([C:32](O)=[O:33])[CH2:31][CH2:30]3)=[CH:25][CH:24]=2)=[CH:19][CH:18]=1)[OH:11])[C:2]1[CH:7]=[CH:6][CH:5]=[CH:4][CH:3]=1.C(N1C=CN=C1)(N1C=CN=C1)=O.[CH3:48][S:49]([NH2:52])(=[O:51])=[O:50].N12CCCN=C1CCCCC2>C1COCC1.CN(C)C1C=CN=CC=1>[CH2:1]([O:8][CH2:9][C@H:10]([C:12]1[C:13]([CH3:35])=[N:14][O:15][C:16]=1[C:17]1[CH:18]=[CH:19][C:20]([C:23]2[CH:28]=[CH:27][C:26]([C:29]3([C:32]([NH:52][S:49]([CH3:48])(=[O:51])=[O:50])=[O:33])[CH2:31][CH2:30]3)=[CH:25][CH:24]=2)=[CH:21][CH:22]=1)[OH:11])[C:2]1[CH:7]=[CH:6][CH:5]=[CH:4][CH:3]=1. Procedure details: 1-{4′-[4-((S)-2-benzyloxy-1-hydroxy-ethyl)-3-methyl-isoxazol-5-yl]-biphenyl-4-yl}-cyclopropanecarboxylic acid (0.232 g, 0.49 mmol) was dissolved in THF (4.6 mL) along with 4-dimethylaminopyridine (0.0065 g, 0.05 mmol) and carbonyldiimidazole (0.200 g, 1.24 mmol). After stirring at room temperature for 3.5 hours, carbonyldiimidazole (0.040 g, 0.25 mmol) was added. The reaction stirred for 1 hour then methanesulfonamide (0.117 g, 1.23 mmol) and 1,8-diazabicyclo[5.4.0]undec-7-ene (0.242 mL, 1.62 mm... Starting materials: C(C)OC(=O)C=1NC2=CC=CC(=C2C1)OC1=CC=C(C=C1)C (4-p-Tolyloxy-1H-indole-2-carboxylic acid ethyl ester), [Li+].[OH-] (LiOH). Solvent: CO (methanol), O (water). Run at time 18 hour. Yields the product C1(=CC=C(C=C1)OC1=C2C=C(NC2=CC=C1)C(=O)O)C (4-p-Tolyloxy-1H-indole-2-carboxylic acid). Reaction SMILES: C([O:3][C:4]([C:6]1[NH:7][C:8]2[C:13]([CH:14]=1)=[C:12]([O:15][C:16]1[CH:21]=[CH:20][C:19]([CH3:22])=[CH:18][CH:17]=1)[CH:11]=[CH:10][CH:9]=2)=[O:5])C.[Li+].[OH-]>CO.O>[C:19]1([CH3:22])[CH:18]=[CH:17][C:16]([O:15][C:12]2[CH:11]=[CH:10][CH:9]=[C:8]3[C:13]=2[CH:14]=[C:6]([C:4]([OH:5])=[O:3])[NH:7]3)=[CH:21][CH:20]=1 |f:1.2|. Procedure details: 140 (70 mg, 0.237 mmol) is dissolved in 5 ml of methanol and treated with a solution of LiOH (11.4 mg, 0.474 mmol) in 3 ml of water. The mixture is stirred at room temperature for 18 hours. After evaporation, the crude product is acidified at 0° C. with 2M HCl and extracted with ethyl acetate. The organic layers are dried over sodium sulphate and evaporated. Starting materials: C(C)(=O)NNC(=O)N1C(SC(=N1)C1=C(C=CC(=C1)F)F)(C1=CC=CC=C1)COCOC (N′-acetyl-5-(2,5-difluorophenyl)-2-((methoxymethoxy)methyl)-2-phenyl-1,3,4-thiadiazole-3(2H)-carbohydrazide), CCN(C(C)C)C(C)C (DIEA), ClC(C)Cl (dichloroethane), O=P(Cl)(Cl)Cl (POCl3). Reaction conditions: time 30 minute. The product is FC1=C(C=C(C=C1)F)C1=NN(C(S1)(C1=CC=CC=C1)COCOC)C=1OC(=NN1)C (2-(5-(2,5-difluorophenyl)-2-((methoxymethoxy)methyl)-2-phenyl-1,3,4-thiadiazol-3(2H)-yl)-5-methyl-1,3,4-oxadiazole). Isolated yield 38.0%. Reaction SMILES: C([NH:4][NH:5][C:6]([N:8]1[N:12]=[C:11]([C:13]2[CH:18]=[C:17]([F:19])[CH:16]=[CH:15][C:14]=2[F:20])[S:10][C:9]1([CH2:27][O:28][CH2:29][O:30][CH3:31])[C:21]1[CH:26]=[CH:25][CH:24]=[CH:23][CH:22]=1)=[O:7])(=O)C.CCN(C(C)C)C(C)C.O=P(Cl)(Cl)Cl.Cl[CH:47](Cl)[CH3:48]>>[F:20][C:14]1[CH:15]=[CH:16][C:17]([F:19])=[CH:18][C:13]=1[C:11]1[S:10][C:9]([CH2:27][O:28][CH2:29][O:30][CH3:31])([C:21]2[CH:22]=[CH:23][CH:24]=[CH:25][CH:26]=2)[N:8]([C:6]2[O:7][C:47]([CH3:48])=[N:4][N:5]=2)[N:12]=1. Procedure: To a mixture of N′-acetyl-5-(2,5-difluorophenyl)-2-((methoxymethoxy)methyl)-2-phenyl-1,3,4-thiadiazole-3(2H)-carbohydrazide (0.221 g, 0.491 mmol) and DIEA (0.634 g, 4.91 mmol) in dichloroethane (10 mL) was added POCl3 (0.376 g, 2.45 mmol). After stirring for 30 minutes, the mixture was partitioned between dichloromethane (10 mL) and saturated NaHCO3 (5 mL). The organic layer was extracted with dichloromethane (10 mL). The combined organic layers were washed with brine (10 mL), dried over Na2SO4,... Reaction SMILES: [B-:30]([F:31])([F:32])([F:33])[F:34].[B-:35]([F:36])([F:37])([F:38])[F:39].[Cl:40][CH2:41][N+:42]12[CH2:43][CH2:44][N+:45]([F:46])([CH2:47][CH2:48]1)[CH2:49][CH2:50]2.[O:1]1[CH2:2][O:3][c:4]2[c:5]1[cH:6][cH:7][c:8]([CH2:10][N:11]1[CH2:12][CH2:13][CH:14]([NH:17][c:18]3[cH:19][c:20](=[O:29])[o:21][c:22]4[cH:23][cH:24][c:25]([CH3:28])[cH:26][c:27]34)[CH2:15][CH2:16]1)[cH:9]2>>[O:1]1[CH2:2][O:3][c:4]2[c:5]1[cH:6][cH:7][c:8]([CH2:10][N:11]1[CH2:12][CH2:13][CH:14]([NH:17][c:18]3[c:19]([F:31])[c:20](=[O:29])[o:21][c:22]4[cH:23][cH:24][c:25]([CH3:28])[cH:26][c:27]34)[CH2:15][CH2:16]1)[cH:9]2. The product is Cc1ccc2oc(=O)c(F)c(NC3CCN(Cc4ccc5c(c4)OCO5)CC3)c2c1. The reactants are F[B-](F)(F)F, F[B-](F)(F)F, F[N+]12CC[N+](CCl)(CC1)CC2, Cc1ccc2oc(=O)cc(NC3CCN(Cc4ccc5c(c4)OCO5)CC3)c2c1. The reactants are O=C(O)CCC(=O)c1ccc(-c2ccccc2[N+](=O)[O-])cc1, NC1CCCCC1. Yields the product O=C(O)CCC(O)c1ccc(-c2ccccc2[N+](=O)[O-])cc1. Reaction SMILES: [N+:1](=[O:2])([O-:3])[c:4]1[c:5](-[c:10]2[cH:11][cH:12][c:13]([C:16]([CH2:17][CH2:18][C:19](=[O:20])[OH:21])=[O:22])[cH:14][cH:15]2)[cH:6][cH:7][cH:8][cH:9]1.[NH2:23][CH:24]1[CH2:25][CH2:26][CH2:27][CH2:28][CH2:29]1>>[N+:1](=[O:2])([O-:3])[c:4]1[c:5](-[c:10]2[cH:11][cH:12][c:13]([CH:16]([CH2:17][CH2:18][C:19](=[O:20])[OH:21])[OH:22])[cH:14][cH:15]2)[cH:6][cH:7][cH:8][cH:9]1. Reactants: C(=O)(C(F)(F)F)O (TFA), N[C@H]1[C@@H](CN(CC1)C=1C(=C(C=C(C1)C#N)NC(OC(C)(C)C)=O)Cl)O (tert-butyl (3-((3R,4R)-4-amino-3-hydroxypiperidin-1-yl)-2-chloro-5-cyanophenyl)carbamate), CCN(C(C)C)C(C)C (DIPEA), ClC(=O)OCC (ethyl chloroformate). Run in CO (MeOH), ClCCCl (DCE). Run at time 1 hour. Product: NC=1C(=C(C=C(C1)C#N)N1C[C@H]([C@@H](CC1)NC(OCC)=O)O)Cl (ethyl ((3R,4R)-1-(3-amino-2-chloro-5-cyanophenyl)-3-hydroxypiperidin-4-yl)carbamate). Yield: 39.7%. RXN SMILES: [NH2:1][C@@H:2]1[CH2:7][CH2:6][N:5]([C:8]2[C:9]([Cl:24])=[C:10]([NH:16]C(=O)OC(C)(C)C)[CH:11]=[C:12]([C:14]#[N:15])[CH:13]=2)[CH2:4][C@H:3]1[OH:25].CCN(C(C)C)C(C)C.Cl[C:36]([O:38][CH2:39][CH3:40])=[O:37].C(O)(C(F)(F)F)=O>CO.ClCCCl>[NH2:16][C:10]1[C:9]([Cl:24])=[C:8]([N:5]2[CH2:6][CH2:7][C@@H:2]([NH:1][C:36](=[O:37])[O:38][CH2:39][CH3:40])[C@H:3]([OH:25])[CH2:4]2)[CH:13]=[C:12]([C:14]#[N:15])[CH:11]=1. Procedure details: A solution of tert-butyl (3-((3R,4R)-4-amino-3-hydroxypiperidin-1-yl)-2-chloro-5-cyanophenyl)carbamate (Example 173A) (300 mg, 0.818 mmol) and DIPEA (0.428 mL, 2.453 mmol) in MeOH (15 mL) at 0° C. (ice bath) was treated with ethyl chloroformate (0.078 mL, 0.818 mmol). The reaction was stirred for 1 hour, and then the mixture was concentrated in vacuo. To the residue was added EtOAc (50 ml) and the mixture washed with 0.5M citric acid, sat. NaHCO3, water and brine. The solution was dried over Na2... The reactants are Nc1ccc(O)c(C(=O)NC(O)C(Cl)(Cl)Cl)c1, O=S(=O)(O)O. Product: Nc1ccc2c(c1)C(=O)NC(C(Cl)(Cl)Cl)O2. RXN SMILES: [NH2:1][c:2]1[cH:3][cH:4][c:5]([OH:17])[c:6]([C:7](=[O:8])[NH:9][CH:10]([C:11]([Cl:12])([Cl:13])[Cl:14])[OH:15])[cH:16]1.[S:18](=[O:19])(=[O:20])([OH:21])[OH:22]>>[NH2:1][c:2]1[cH:3][cH:4][c:5]2[c:6]([cH:16]1)[C:7](=[O:8])[NH:9][CH:10]([C:11]([Cl:12])([Cl:13])[Cl:14])[O:17]2. The reactants are ClC1=NC=C(C(=O)OCC)C(=C1C)NC (ethyl 6-chloro-5-methyl-4-(methylamino)nicotinate), [H-].[Al+3].[Li+].[H-].[H-].[H-] (lithium aluminium hydride). Solvent: O1CCCC1 (tetrahydrofuran). Conditions: time 1.5 hour. Product: ClC1=C(C(=C(C=N1)CO)NC)C ((6-chloro-5-methyl-4-(methylamino)pyridin-3-yl)methanol). The yield is 85.2%. RXN SMILES: [Cl:1][C:2]1[C:12]([CH3:13])=[C:11]([NH:14][CH3:15])[C:5]([C:6](OCC)=[O:7])=[CH:4][N:3]=1.[H-].[Al+3].[Li+].[H-].[H-].[H-]>O1CCCC1>[Cl:1][C:2]1[N:3]=[CH:4][C:5]([CH2:6][OH:7])=[C:11]([NH:14][CH3:15])[C:12]=1[CH3:13] |f:1.2.3.4.5.6|. Reported procedure: To a solution of ethyl 6-chloro-5-methyl-4-(methylamino)nicotinate (2.0 g, 8.8 mmol) in tetrahydrofuran (60 mL) was added lithium aluminium hydride at 0° C., and the mixture was stirred at RT for 1.5 h. LCMS monitored the reaction was completed. The reaction was quenched by sodium sulfate decahydrate (1.5 g) and filtrated. The filtrate was concentrated to get the title compound (1.4 g, crude) as a white solid. MS (ES+) C8H11ClN2O requires: 186, 188. found: 187, 189 [M+H]+. Starting materials: O=C(O)c1ccc(O)c(Br)c1, CCCCCBr. Yields the product CCCCCOc1ccc(C(=O)O)cc1Br. As a reaction SMILES: [Br:1][c:2]1[cH:3][c:4]([C:5](=[O:6])[OH:7])[cH:8][cH:9][c:10]1[OH:11].[CH2:12]([CH2:13][CH2:14][CH2:15][CH3:16])[Br:17]>>[Br:1][c:2]1[cH:3][c:4]([C:5](=[O:6])[OH:7])[cH:8][cH:9][c:10]1[O:11][CH2:12][CH2:13][CH2:14][CH2:15][CH3:16].